This data is from the Open Reaction Database (ORD), a public repository of structured organic reaction records. The task is: describe an organic reaction: reactants, conditions, products, and yield Reactants: O=C([O-])[O-], CCOC(=O)C1CN(c2ccc(OC)cc2)CC1=O, Cl, [K+], [K+], O=C=O. Yields the product COc1ccc(N2CCC(=O)C2)cc1. RXN SMILES: [C:23](=[O:24])([O-:25])[O-:26].[CH2:1]([O:2][C:3](=[O:4])[CH:6]1[C:7](=[O:19])[CH2:8][N:9]([c:11]2[cH:12][cH:13][c:14]([O:17][CH3:18])[cH:15][cH:16]2)[CH2:10]1)[CH3:5].[ClH:29].[K+:27].[K+:28].[O:20]=[C:21]=[O:22]>>[CH2:6]1[C:7](=[O:19])[CH2:8][N:9]([c:11]2[cH:12][cH:13][c:14]([O:17][CH3:18])[cH:15][cH:16]2)[CH2:10]1.